Dataset: the Open Reaction Database (ORD), a public repository of structured organic reaction records. Task: describe an organic reaction: reactants, conditions, products, and yield The product is FC1=CC=C(C=C1)N1N=C(C=C1C1=CC=C(C=C1)S(=O)(=O)C)C(=O)Cl (1-(4-fluorophenyl)-5-[4-(methylsulfonyl)phenyl]pyrazole-3-carbonyl chloride). Reactants: FC1=CC=C(C=C1)N1N=C(C=C1C1=CC=C(C=C1)S(=O)(=O)C)C(=O)O (1-(4-fluorophenyl)-5-[4-(methylsulfonyl)phenyl]pyrazole-3-carboxylic acid), S(=O)(Cl)Cl (thionyl chloride). Procedure details: A mixture of 1-(4-fluorophenyl)-5-[4-(methylsulfonyl)phenyl]pyrazole-3-carboxylic acid (6.4 g) and thionyl chloride (30 ml) in tetrahydrofuran (60 ml) was refluxed for 1 hour and concentrated under reduced pressure, giving 1-(4-fluorophenyl)-5-[4-(methylsulfonyl)phenyl]pyrazole-3-carbonyl chloride. Solvent: O1CCCC1 (tetrahydrofuran). RXN SMILES: [F:1][C:2]1[CH:7]=[CH:6][C:5]([N:8]2[C:12]([C:13]3[CH:18]=[CH:17][C:16]([S:19]([CH3:22])(=[O:21])=[O:20])=[CH:15][CH:14]=3)=[CH:11][C:10]([C:23]([OH:25])=O)=[N:9]2)=[CH:4][CH:3]=1.S(Cl)([Cl:28])=O>O1CCCC1>[F:1][C:2]1[CH:7]=[CH:6][C:5]([N:8]2[C:12]([C:13]3[CH:18]=[CH:17][C:16]([S:19]([CH3:22])(=[O:21])=[O:20])=[CH:15][CH:14]=3)=[CH:11][C:10]([C:23]([Cl:28])=[O:25])=[N:9]2)=[CH:4][CH:3]=1. Starting materials: C(C1=CC=CC=C1)OC([C@H](NC([C@@H](N(C(=O)OC(C)(C)C)C(=O)OC(C)(C)C)CCCN)=O)CCC1=CC=CC=C1)=O (bis-Boc-L-Ornithyl-D-Homophenylalanine Benzyl ester), [H][H] (hydrogen). The reagents and catalysts are [Pd] (Pd/C). Run in CO (methanol). Product: C(=O)(OC(C)(C)C)N([C@@H](CCCN)C(=O)N[C@H](CCC1=CC=CC=C1)C(=O)O)C(=O)OC(C)(C)C (bis-Boc-L-Ornithyl-D-Homophenylalanine). The yield is 104.7%. RXN SMILES: C([O:8][C:9](=[O:42])[C@@H:10]([CH2:34][CH2:35][C:36]1[CH:41]=[CH:40][CH:39]=[CH:38][CH:37]=1)[NH:11][C:12](=[O:33])[C@H:13]([CH2:29][CH2:30][CH2:31][NH2:32])[N:14]([C:22]([O:24][C:25]([CH3:28])([CH3:27])[CH3:26])=[O:23])[C:15]([O:17][C:18]([CH3:21])([CH3:20])[CH3:19])=[O:16])C1C=CC=CC=1.[H][H]>CO.[Pd]>[C:15]([N:14]([C:22]([O:24][C:25]([CH3:28])([CH3:27])[CH3:26])=[O:23])[C@H:13]([C:12]([NH:11][C@@H:10]([C:9]([OH:42])=[O:8])[CH2:34][CH2:35][C:36]1[CH:41]=[CH:40][CH:39]=[CH:38][CH:37]=1)=[O:33])[CH2:29][CH2:30][CH2:31][NH2:32])([O:17][C:18]([CH3:20])([CH3:19])[CH3:21])=[O:16]. Procedure: A solution of NaNd-bis-Boc-L-Ornithyl-D-Homophenylalanine Benzyl ester (2.80 g, 4.80 mmol) in methanol (200 mL) was treated with 10% Pd/C catalyst (0:2 g) and stirred in the atmosphere of hydrogen at 25° C. for 3 hr. The catalyst was removed by filtration through Celite pad and the filtrate evaporated to dryness to give the title product (2.48 g). Starting materials: ClC1=C(C(=O)Cl)C=CC(=C1C1=NC(=NO1)C(C)C)Cl (2,4-dichloro-3-(3-i-propyl-1,2,4-oxadiazol-5-yl)benzoyl chloride), OC1=CC=NN1C (5-hydroxy-1-methyl-1H-pyrazole), C([O-])([O-])=O.[K+].[K+] (potassium carbonate). Run in C(OC)COC (dimethoxyethane), C(OC)COC (dimethoxyethane), O (water). Conditions: time 2.5 hour. The product is ClC1=C(C(=O)C=2C=NN(C2O)C)C=CC(=C1C1=NC(=NO1)C(C)C)Cl (4-[2,4-dichloro-3-(3-i-propyl-1,2,4-oxadiazol-5-yl)benzoyl]-5-hydroxy-1-methyl-1H-pyrazole). Yield: 79.1%. Reaction SMILES: [Cl:1][C:2]1[C:10]([C:11]2[O:15][N:14]=[C:13]([CH:16]([CH3:18])[CH3:17])[N:12]=2)=[C:9]([Cl:19])[CH:8]=[CH:7][C:3]=1[C:4](Cl)=[O:5].[OH:20][C:21]1[N:25]([CH3:26])[N:24]=[CH:23][CH:22]=1.C(=O)([O-])[O-].[K+].[K+]>C(COC)OC.O>[Cl:1][C:2]1[C:10]([C:11]2[O:15][N:14]=[C:13]([CH:16]([CH3:18])[CH3:17])[N:12]=2)=[C:9]([Cl:19])[CH:8]=[CH:7][C:3]=1[C:4]([C:22]1[CH:23]=[N:24][N:25]([CH3:26])[C:21]=1[OH:20])=[O:5] |f:2.3.4|. Reported procedure: At 5-10° C., 2.00 g (6.3 mmol) of 2,4-dichloro-3-(3-i-propyl-1,2,4-oxadiazol-5-yl)benzoyl chloride in 10 ml of dimethoxyethane were added dropwise to 0.62 g (6.3 mmol) of 5-hydroxy-1-methyl-1H-pyrazole and 1.74 g (12.6 mmol) of potassium carbonate in 20 ml of dimethoxyethane. After 2.5 hours of stirring at room temperature, the mixture was heated under reflux for 2 hours and then once more stirred at room temperature for 12 hours. The reaction mixture was then taken up in water and washed with m... Starting materials: C(C)(C)(C)OC(NC1=C(C=C(C(=C1)OCC)C(F)(F)F)NC(CC(=O)C1=CC(=CC=C1)C=1C=NC(=CC1)C)=O)=O ((5-ethoxy-2-{3-[3-(6-methyl-pyridin-3-yl)-phenyl]-3-oxo-propionylamino}-4-trifluoromethyl-phenyl)-carbamic acid tert-butyl ester), C(=O)(C(F)(F)F)O (TFA). The solvent is C(Cl)Cl (CH2Cl2). Yields the product C(C)OC1=CC2=C(NC(CC(=N2)C2=CC(=CC=C2)C=2C=NC(=CC2)C)=O)C=C1C(F)(F)F (7-Ethoxy-4-[3-(6-methyl-pyridin-3-yl)-phenyl]-8-trifluoromethyl-1,3-dihydro-benzo[b][1,4]diazepin-2-one), solid. The yield is 66.0%. RXN SMILES: C(OC(=O)[NH:7][C:8]1[CH:13]=[C:12]([O:14][CH2:15][CH3:16])[C:11]([C:17]([F:20])([F:19])[F:18])=[CH:10][C:9]=1[NH:21][C:22](=[O:39])[CH2:23][C:24]([C:26]1[CH:31]=[CH:30][CH:29]=[C:28]([C:32]2[CH:33]=[N:34][C:35]([CH3:38])=[CH:36][CH:37]=2)[CH:27]=1)=O)(C)(C)C.C(O)(C(F)(F)F)=O>C(Cl)Cl>[CH2:15]([O:14][C:12]1[C:11]([C:17]([F:20])([F:19])[F:18])=[CH:10][C:9]2[NH:21][C:22](=[O:39])[CH2:23][C:24]([C:26]3[CH:31]=[CH:30][CH:29]=[C:28]([C:32]4[CH:33]=[N:34][C:35]([CH3:38])=[CH:36][CH:37]=4)[CH:27]=3)=[N:7][C:8]=2[CH:13]=1)[CH3:16]. Procedure: The title compound was prepared from (5-ethoxy-2-{3-[3-(6-methyl-pyridin-3-yl)-phenyl]-3-oxo-propionylamino}-4-trifluoromethyl-phenyl)-carbamic acid tert-butyl ester (Example M218) (260 mg, 0.47 mmol) by treatment with TFA in CH2Cl2 according to the general procedure N. Obtained as a yellow solid (137 mg, 66%). Reactants: C(C)OC(C(CC1=CC=C(C=C1)O)(OC1=CC=CC=C1)C)=O (3-(4-Hydroxyphenyl)-2-methyl-2-phenoxypropionic acid ethyl ester), CC1=C(N=C(O1)C1=CC(=CC=C1)C1=CSC=C1)CCOS(=O)(=O)C1=CC=C(C=C1)C (toluene-4-sulfonic acid 2-[5-methyl-2-(3-thiophen-3-ylphenyl)oxazol-4-yl]ethyl ester), C(=O)([O-])[O-].[Cs+].[Cs+] (Cs2CO3). Solvent: CN(C)C=O (DMF), C(C)(=O)OCC (ethyl acetate). Conditions: temperature 55 celsius, time 16 hour. Yields the product C(C)OC(C(CC1=CC=C(C=C1)OCCC=1N=C(OC1C)C1=CC(=CC=C1)C1=CSC=C1)(OC1=CC=CC=C1)C)=O (2-Methyl-3-(4-{2-[5-methyl-2-(3-thiophen-3-ylphenyl)oxazol-4-yl]ethoxy}phenyl)-2-phenoxypropionic acid ethyl ester). RXN SMILES: [CH2:1]([O:3][C:4](=[O:22])[C:5]([CH3:21])([O:14][C:15]1[CH:20]=[CH:19][CH:18]=[CH:17][CH:16]=1)[CH2:6][C:7]1[CH:12]=[CH:11][C:10]([OH:13])=[CH:9][CH:8]=1)[CH3:2].[CH3:23][C:24]1[O:28][C:27]([C:29]2[CH:34]=[CH:33][CH:32]=[C:31]([C:35]3[CH:39]=[CH:38][S:37][CH:36]=3)[CH:30]=2)=[N:26][C:25]=1[CH2:40][CH2:41]OS(C1C=CC(C)=CC=1)(=O)=O.C([O-])([O-])=O.[Cs+].[Cs+]>CN(C=O)C.C(OCC)(=O)C>[CH2:1]([O:3][C:4](=[O:22])[C:5]([CH3:21])([O:14][C:15]1[CH:20]=[CH:19][CH:18]=[CH:17][CH:16]=1)[CH2:6][C:7]1[CH:12]=[CH:11][C:10]([O:13][CH2:41][CH2:40][C:25]2[N:26]=[C:27]([C:29]3[CH:34]=[CH:33][CH:32]=[C:31]([C:35]4[CH:39]=[CH:38][S:37][CH:36]=4)[CH:30]=3)[O:28][C:24]=2[CH3:23])=[CH:9][CH:8]=1)[CH3:2] |f:2.3.4|. Reported procedure: 3-(4-Hydroxyphenyl)-2-methyl-2-phenoxypropionic acid ethyl ester (495 mg, 1.7 mmol) (see Ex. 1, Part C), toluene-4-sulfonic acid 2-[5-methyl-2-(3-thiophen-3-ylphenyl)oxazol-4-yl]ethyl ester (2.2 mmol) and Cs2CO3 (700 mg, 2.2 mmol) are combined in anhydrous DMF (25 mL) and stirred for 16 h at 55° C. under an atmosphere of nitrogen. The mixture was then cooled and diluted with ethyl acetate (100 mL), and washed with water then brine. The organic layer was dried with Na2SO4 and concentrated in vacu... Reactants: CC(=O)O, [Zn], ON=C(Cc1ccc(-c2ccccc2)cc1)c1nccs1. The product is NC(Cc1ccc(-c2ccccc2)cc1)c1nccs1. RXN SMILES: [CH3:22][C:23](=[O:24])[OH:25].[Zn:26].[c:1]1(-[c:16]2[cH:17][cH:18][cH:19][cH:20][cH:21]2)[cH:2][cH:3][c:4]([CH2:7][C:8](=[N:9][OH:10])[c:11]2[s:12][cH:13][cH:14][n:15]2)[cH:5][cH:6]1>>[c:1]1(-[c:16]2[cH:17][cH:18][cH:19][cH:20][cH:21]2)[cH:2][cH:3][c:4]([CH2:7][CH:8]([NH2:9])[c:11]2[s:12][cH:13][cH:14][n:15]2)[cH:5][cH:6]1. Reaction SMILES: [CH3:14][C:15]([O-:16])=[O:17].[CH3:18][C:19]([O:20][C:21](=[O:22])[CH3:23])=[O:24].[Na+:13].[cH:1]1[c:2]([C:10](=[O:11])[OH:12])[cH:3][n:4]2[cH:5][cH:6][cH:7][cH:8][c:9]12>>[cH:1]1[c:2]([C:10](=[O:11])[OH:12])[c:3]([C:15]([CH3:14])=[O:16])[n:4]2[cH:5][cH:6][cH:7][cH:8][c:9]12. The reactants are CC(=O)[O-], CC(=O)OC(C)=O, [Na+], O=C(O)c1cc2ccccn2c1. Yields the product CC(=O)c1c(C(=O)O)cc2ccccn12.